This data is from the Open Reaction Database (ORD), a public repository of structured organic reaction records. The task is: describe an organic reaction: reactants, conditions, products, and yield Starting materials: [H-].C(C(C)C)[Al+]CC(C)C (diisobutylaluminum hydride), COC=1C=C(COC2=C(C#N)C=CC=N2)C=CC1OCC=1N=C(OC1C)C1=CC=CC=C1 (2-[3-methoxy-4-[(5-methyl-2-phenyl-4-oxazolyl)methoxy]benzyloxy]nicotinonitrile), C1(=CC=CC=C1)C (toluene), [Cl-].[NH4+] (ammonium chloride), C(C)(=O)OCC (ethyl acetate). The solvent is CCCCCC (hexane). Reaction conditions: time 1 hour. Yields the product COC=1C=C(COC2=C(C=O)C=CC=N2)C=CC1OCC=1N=C(OC1C)C1=CC=CC=C1 (2-[3-methoxy-4-[(5-methyl-2-phenyl-4-oxazolyl)methoxy]benzyloxy]nicotinaldehyde). Reaction SMILES: [CH3:1][O:2][C:3]1[CH:4]=[C:5]([CH:16]=[CH:17][C:18]=1[O:19][CH2:20][C:21]1[N:22]=[C:23]([C:27]2[CH:32]=[CH:31][CH:30]=[CH:29][CH:28]=2)[O:24][C:25]=1[CH3:26])[CH2:6][O:7][C:8]1[N:15]=[CH:14][CH:13]=[CH:12][C:9]=1[C:10]#N.C1(C)C=CC=CC=1.[H-].C([Al+]CC(C)C)C(C)C.[Cl-].[NH4+].C(OCC)(=[O:54])C>CCCCCC>[CH3:1][O:2][C:3]1[CH:4]=[C:5]([CH:16]=[CH:17][C:18]=1[O:19][CH2:20][C:21]1[N:22]=[C:23]([C:27]2[CH:28]=[CH:29][CH:30]=[CH:31][CH:32]=2)[O:24][C:25]=1[CH3:26])[CH2:6][O:7][C:8]1[N:15]=[CH:14][CH:13]=[CH:12][C:9]=1[CH:10]=[O:54] |f:2.3,4.5|. Reported procedure: To a mixture of 2-[3-methoxy-4-[(5-methyl-2-phenyl-4-oxazolyl)methoxy]benzyloxy]nicotinonitrile (4.25 g) and toluene (150 mL) was dropwise added a solution (0.95 M, 23.0 mL) of diisobutylaluminum hydride in hexane at −78° C. After stirring for 1 hr the reaction mixture was warmed to room temperature and the mixture was further stirred for 1 hr. A saturated aqueous ammonium chloride solution (35 mL) was dropwise added to the mixture and the mixture was stirred at room temperature for 30 min. To t...